Dataset: the Open Reaction Database (ORD), a public repository of structured organic reaction records. Task: describe an organic reaction: reactants, conditions, products, and yield The reactants are COc1ccc(CN)cc1, COc1ccc(CNc2nc(NCc3ccc(OC)cc3)nc(NC3CCCCC3)n2)cc1. The product is COc1ccc(CNc2nc(NCc3ccc(OC)cc3)nc(N(C)C3CCCCC3)n2)cc1. RXN SMILES: [CH3:1][O:2][c:3]1[cH:4][cH:5][c:6]([CH2:7][NH2:8])[cH:9][cH:10]1.[CH:11]1([NH:17][c:18]2[n:19][c:20]([NH:34][CH2:35][c:36]3[cH:37][cH:38][c:39]([O:42][CH3:43])[cH:40][cH:41]3)[n:21][c:22]([NH:24][CH2:25][c:26]3[cH:27][cH:28][c:29]([O:32][CH3:33])[cH:30][cH:31]3)[n:23]2)[CH2:12][CH2:13][CH2:14][CH2:15][CH2:16]1>>[CH3:1][N:17]([CH:11]1[CH2:12][CH2:13][CH2:14][CH2:15][CH2:16]1)[c:18]1[n:19][c:20]([NH:34][CH2:35][c:36]2[cH:37][cH:38][c:39]([O:42][CH3:43])[cH:40][cH:41]2)[n:21][c:22]([NH:24][CH2:25][c:26]2[cH:27][cH:28][c:29]([O:32][CH3:33])[cH:30][cH:31]2)[n:23]1. The reactants are N[C@H]1C(N(C2=C(C(=N1)C1=CC=CC=C1)C=CC=C2)C)=O (3-(R)-amino-1,3-dihydro-1-methyl-5-phenyl-2H-1,4-benzodiazepin-2-one), COC=1C=C(C=CC1)CC(=O)Cl (3-methoxyphenylacetyl chloride). The product is CN1C([C@@H](N=C(C2=C1C=CC=C2)C2=CC=CC=C2)NC(CC2=CC(=CC=C2)OC)=O)=O ((R)-N-(2,3-Dihydro-1-methyl-2-oxo-5-phenyl-1H-1,4-benzodiazepin-3-yl)-3-methoxybenzenacetamide). As a reaction SMILES: [NH2:1][C@@H:2]1[N:8]=[C:7]([C:9]2[CH:14]=[CH:13][CH:12]=[CH:11][CH:10]=2)[C:6]2[CH:15]=[CH:16][CH:17]=[CH:18][C:5]=2[N:4]([CH3:19])[C:3]1=[O:20].[CH3:21][O:22][C:23]1[CH:24]=[C:25]([CH2:29][C:30](Cl)=[O:31])[CH:26]=[CH:27][CH:28]=1>>[CH3:19][N:4]1[C:5]2[CH:18]=[CH:17][CH:16]=[CH:15][C:6]=2[C:7]([C:9]2[CH:14]=[CH:13][CH:12]=[CH:11][CH:10]=2)=[N:8][C@@H:2]([NH:1][C:30](=[O:31])[CH2:29][C:25]2[CH:26]=[CH:27][CH:28]=[C:23]([O:22][CH3:21])[CH:24]=2)[C:3]1=[O:20]. Procedure details: The procedure of Example 134 was carried out using equivalent amounts of 3-(R)-amino-1,3-dihydro-1-methyl-5-phenyl-2H-1,4-benzodiazepin-2-one and 3-methoxyphenylacetyl chloride. The product was purified by chromatography on silica gel (hexane-ethyl acetate elution). The combined product fractions were evaporated to dryness in vacuo and crystallized to give the title compound which was dried at 65° C.: m.p. 198°-199° C. The reactants are aryl hydrazone, N1C=CC2=CC=CC=C12 (indole), N (ammonia). Yields the product N1=CC=C2C=CC=3C(=C12)C=C1C=CC=CC13 (indenoindole). Reaction SMILES: [NH:1]1[C:9]2[C:4](=[CH:5][CH:6]=[CH:7][CH:8]=2)[CH:3]=[CH:2]1.N>>[N:1]1[C:9]2[C:4]([CH:5]=[CH:6][C:7]3[C:8]=2[CH:3]=[C:4]2[C:9]=3[CH:8]=[CH:7][CH:6]=[CH:5]2)=[CH:3][CH:2]=1. Reported procedure: In step two, the aryl hydrazone cyclizes in the presence of an acidic catalyst in a Fischer indole reaction with elimination of ammonia to give an indenoindole ligand precursor. The reaction apparently involves an interesting [3,3]sigmatropic rearrangement (see J. March, Advanced Organic Chemistry, 2nd ed. (1977) 1054). A variety of acidic catalysts are suitable, including, for example, Lewis acids (zinc chloride, boron trifluoride), and protic acids (hydrochloric acid, acetic acid, p-toluenesul... Reactants: CC(=O)O, Cl, C1COCCO1, CC(C)(C)OC(=O)CC1CCN(CC(=O)NC2CCC(CNc3nc4ccccc4[nH]3)CC2)C(=O)c2ccccc21. Yields the product Cl, O=C(O)CC1CCN(CC(=O)NC2CCC(CNc3nc4ccccc4[nH]3)CC2)C(=O)c2ccccc21. As a reaction SMILES: [CH3:43][C:44](=[O:45])[OH:46].[ClH:42].[O:47]1[CH2:48][CH2:49][O:50][CH2:51][CH2:52]1.[nH:1]1[c:2]([NH:10][CH2:11][CH:12]2[CH2:13][CH2:14][CH:15]([NH:18][C:19]([CH2:20][N:21]3[C:22](=[O:40])[c:23]4[c:24]([cH:36][cH:37][cH:38][cH:39]4)[CH:25]([CH2:28][C:29](=[O:30])[O:31][C:32]([CH3:33])([CH3:34])[CH3:35])[CH2:26][CH2:27]3)=[O:41])[CH2:16][CH2:17]2)[n:3][c:4]2[c:5]1[cH:6][cH:7][cH:8][cH:9]2>>[ClH:42].[nH:1]1[c:2]([NH:10][CH2:11][CH:12]2[CH2:13][CH2:14][CH:15]([NH:18][C:19]([CH2:20][N:21]3[C:22](=[O:40])[c:23]4[c:24]([cH:36][cH:37][cH:38][cH:39]4)[CH:25]([CH2:28][C:29](=[O:30])[OH:31])[CH2:26][CH2:27]3)=[O:41])[CH2:16][CH2:17]2)[n:3][c:4]2[c:5]1[cH:6][cH:7][cH:8][cH:9]2. Reactants: CSC1=NC=CC(=N1)N1C=CC=2C(=CC=CC12)C=O (1-(2-Methylsulfanyl-pyrimidin-4-yl)-1H-indole-4-carbaldehyde), O (Water), [BH4-].[Na+] (NaBH4). Solvent: CO (MeOH), C(Cl)Cl (DCM). Reaction conditions: time 1 hour. The product is CSC1=NC=CC(=N1)N1C=CC2=C(C=CC=C12)CO ([1-(2-methylsulfanyl-pyrimidin-4-yl)-1H-indol-4-yl]-methanol). Isolated yield 69.0%. As a reaction SMILES: [CH3:1][S:2][C:3]1[N:8]=[C:7]([N:9]2[C:17]3[CH:16]=[CH:15][CH:14]=[C:13]([CH:18]=[O:19])[C:12]=3[CH:11]=[CH:10]2)[CH:6]=[CH:5][N:4]=1.[BH4-].[Na+].O>CO.C(Cl)Cl>[CH3:1][S:2][C:3]1[N:8]=[C:7]([N:9]2[C:17]3[C:12](=[C:13]([CH2:18][OH:19])[CH:14]=[CH:15][CH:16]=3)[CH:11]=[CH:10]2)[CH:6]=[CH:5][N:4]=1 |f:1.2|. Procedure: 1-(2-Methylsulfanyl-pyrimidin-4-yl)-1H-indole-4-carbaldehyde (14.38 g, 53.39 mmol) was suspended in a mixture of MeOH (200 mL) and DCM (100 mL), cooled in an ice bath, treated with NaBH4, and stirred for 1 h. Water was then added, and the solvents concentrated in vacuo. The residue was them partitioned between water and EtOAc, filtered, and the precipitate was triturated with ether, filtered and solvent removed in vacuo overnight to yield [1-(2-methylsulfanyl-pyrimidin-4-yl)-1H-indol-4-yl]-metha... Product: N[C@@H]1CN(CCC1)C1=C(C=NC=C1)NC(=O)C=1N=C(SC1)C1=C(C=CC=C1)F ((S)-N-(4-(3-aminopiperidin-1-yl)pyridin-3-yl)-2-(2-fluorophenyl)thiazole-4-carboxamide). Reactants: FC1=C(C=CC=C1)C=1SC=C(N1)C(=O)NC=1C=NC=CC1N1C[C@H](CCC1)NC(OC(C)(C)C)=O ((S)-tert-butyl 1-(3-(2-(2-fluorophenyl)thiazole-4-carboxamido)pyridin-4-yl)piperidin-3-ylcarbamate), Cl (Hydrogen chloride). Procedure details: To a solution of (S)-tert-butyl 1-(3-(2-(2-fluorophenyl)thiazole-4-carboxamido)pyridin-4-yl)piperidin-3-ylcarbamate (100 mg, 0.2 mmol) in 1,4-Dioxane (6 mL) was added 4.0 M of Hydrogen chloride in 1,4-Dioxane (3 mL). The resulting mixture was stirred at room temperature overnight. The mixture was concentrated and the residue was purified by reverse phase HPLC. (10.7 mg, 10.0%). 1H NMR (400 MHz, DMSO) δ 9.24 (s, 1H), 8.68 (s, 1H), 8.40 (t, J=7.1, 1H), 8.32-8.26 (m, 2H), 7.67-7.61 (m, 1H), 7.53-7.... Solvent: O1CCOCC1 (1,4-Dioxane), O1CCOCC1 (1,4-Dioxane). RXN SMILES: [F:1][C:2]1[CH:7]=[CH:6][CH:5]=[CH:4][C:3]=1[C:8]1[S:9][CH:10]=[C:11]([C:13]([NH:15][C:16]2[CH:17]=[N:18][CH:19]=[CH:20][C:21]=2[N:22]2[CH2:27][CH2:26][CH2:25][C@H:24]([NH:28]C(=O)OC(C)(C)C)[CH2:23]2)=[O:14])[N:12]=1.Cl>O1CCOCC1>[NH2:28][C@H:24]1[CH2:25][CH2:26][CH2:27][N:22]([C:21]2[CH:20]=[CH:19][N:18]=[CH:17][C:16]=2[NH:15][C:13]([C:11]2[N:12]=[C:8]([C:3]3[CH:4]=[CH:5][CH:6]=[CH:7][C:2]=3[F:1])[S:9][CH:10]=2)=[O:14])[CH2:23]1. Reaction conditions: time 8 hour. Reactants: BrN1C(CCC1=O)=O (N-bromosuccinimide), OCC1CCN(CC1)C(=O)OC(C)(C)C (tert-butyl 4-(hydroxymethyl)piperidine-1-carboxylate), [H-].[Na+] (sodium hydride), ClC1=NC=2N(C(=C1)N(COCC[Si](C)(C)C)COCC[Si](C)(C)C)N=CC2C=2C=NC1=CC=CC=C1C2 (5-chloro-3-(quinolin-3-yl)-N,N-bis((2(trimethylsilyl)ethoxy)methyl)pyrazolo[1,5-a]pyrimidin-7-amine). The solvent is C1CCOC1 (THF), C(C)(=O)OCC (Ethyl acetate). Conditions: temperature 100 celsius, time 2 hour. The product is C[Si](CCOCN(C1=C(C(=NC=2N1N=CC2C=2C=NC1=CC=CC=C1C2)OCC2CCN(CC2)C(=O)OC(C)(C)C)Br)COCC[Si](C)(C)C)(C)C (tert-Butyl 4-((7-(bis((2-(trimethylsilyl)ethoxy)methyl)amino)-6-bromo-3-(quinolin-3-yl)pyrazolo[1,5-a]pyrimidin-5-yloxy)methyl)piperidine-1-carboxylate). The yield is 95.6%. Reaction SMILES: [OH:1][CH2:2][CH:3]1[CH2:8][CH2:7][N:6]([C:9]([O:11][C:12]([CH3:15])([CH3:14])[CH3:13])=[O:10])[CH2:5][CH2:4]1.[H-].[Na+].Cl[C:19]1[CH:24]=[C:23]([N:25]([CH2:34][O:35][CH2:36][CH2:37][Si:38]([CH3:41])([CH3:40])[CH3:39])[CH2:26][O:27][CH2:28][CH2:29][Si:30]([CH3:33])([CH3:32])[CH3:31])[N:22]2[N:42]=[CH:43][C:44]([C:45]3[CH:46]=[N:47][C:48]4[C:53]([CH:54]=3)=[CH:52][CH:51]=[CH:50][CH:49]=4)=[C:21]2[N:20]=1.[Br:55]N1C(=O)CCC1=O>C1COCC1.C(OCC)(=O)C>[CH3:31][Si:30]([CH3:33])([CH3:32])[CH2:29][CH2:28][O:27][CH2:26][N:25]([CH2:34][O:35][CH2:36][CH2:37][Si:38]([CH3:41])([CH3:40])[CH3:39])[C:23]1[N:22]2[N:42]=[CH:43][C:44]([C:45]3[CH:46]=[N:47][C:48]4[C:53]([CH:54]=3)=[CH:52][CH:51]=[CH:50][CH:49]=4)=[C:21]2[N:20]=[C:19]([O:1][CH2:2][CH:3]2[CH2:8][CH2:7][N:6]([C:9]([O:11][C:12]([CH3:15])([CH3:14])[CH3:13])=[O:10])[CH2:5][CH2:4]2)[C:24]=1[Br:55] |f:1.2|. Reported procedure: To a solution of tert-butyl 4-(hydroxymethyl)piperidine-1-carboxylate (311 mg, 1.44 mmol) and sodium hydride (60% in mineral oil, 58 mg, 1.44 mmol) in THF (2 ml) under argon at room temperature was added 5-chloro-3-(quinolin-3-yl)-N,N-bis((2(trimethylsilyl)ethoxy)methyl)pyrazolo[1,5-a]pyrimidin-7-amine (400 mg, 0.72 mmol). The mixture was heated at 100° C. for 30 min in microwave. Ethyl acetate (50 ml) was added and the mixture was washed with brine and water, dried over Na2SO4, and concentrated... Starting materials: BrC1=C(C=C(CO)C=C1)F (4-Bromo-3-fluorobenzyl Alcohol), CN(C)C=O (DMF). The reagents and catalysts are [C-]#N.[C-]#N.[Zn+2] (Zn(CN)2), C=1C=CC(=CC1)[P](C=2C=CC=CC2)(C=3C=CC=CC3)[Pd]([P](C=4C=CC=CC4)(C=5C=CC=CC5)C=6C=CC=CC6)([P](C=7C=CC=CC7)(C=8C=CC=CC8)C=9C=CC=CC9)[P](C=1C=CC=CC1)(C=1C=CC=CC1)C=1C=CC=CC1 (Pd(PPh3)4). Run at temperature 90 celsius, time 8 hour. Yields the product C(#N)C1=C(C=C(CO)C=C1)F (4-Cyano-3-fluorobenzyl Alcohol). Reaction SMILES: Br[C:2]1[CH:9]=[CH:8][C:5]([CH2:6][OH:7])=[CH:4][C:3]=1[F:10].[CH3:11][N:12](C=O)C>[C-]#N.[C-]#N.[Zn+2].C1C=CC([P]([Pd]([P](C2C=CC=CC=2)(C2C=CC=CC=2)C2C=CC=CC=2)([P](C2C=CC=CC=2)(C2C=CC=CC=2)C2C=CC=CC=2)[P](C2C=CC=CC=2)(C2C=CC=CC=2)C2C=CC=CC=2)(C2C=CC=CC=2)C2C=CC=CC=2)=CC=1>[C:11]([C:2]1[CH:9]=[CH:8][C:5]([CH2:6][OH:7])=[CH:4][C:3]=1[F:10])#[N:12] |f:2.3.4,^1:24,26,45,64|. Reported procedure: To a degassed solution of the product from Step I (11.4 g, 55.6 mmol) in 100 mL of DMF was added Zn(CN)2 (3.92 g, 33.4 mmol) and Pd(PPh3)4 (5.1 g, 4.45 mmol). The reaction was stirred at 90° C. overnight, cooled to room temperature, and concentrated in vacuo. Purification of this material by silica gel chromatography (50% EtOAc/hexane) provided the titled product as a light yellow solid.